This data is from the Open Reaction Database (ORD), a public repository of structured organic reaction records. The task is: describe an organic reaction: reactants, conditions, products, and yield Reactants: COC(=O)c1cc(C(C)=O)ccc1O, CCOC(C)=O. The product is CCc1ccc(O)c(C(=O)OC)c1. Reaction SMILES: [C:1]([CH3:2])(=[O:3])[c:4]1[cH:5][cH:6][c:7]([OH:14])[c:8]([C:9](=[O:10])[O:11][CH3:12])[cH:13]1.[CH3:15][CH2:16][O:17][C:18](=[O:19])[CH3:20]>>[CH2:1]([CH3:2])[c:4]1[cH:5][cH:6][c:7]([OH:14])[c:8]([C:9](=[O:10])[O:11][CH3:12])[cH:13]1.